Dataset: the Open Reaction Database (ORD), a public repository of structured organic reaction records. Task: describe an organic reaction: reactants, conditions, products, and yield Starting materials: C(=C)OCCCl (Chloroethyl vinyl ether), C(C)(C)C1=C(C(=CC(=C1)C(C)C)C(C)C)S(=O)(=O)[O-].OC1=CC=C(C=C1)[S+](C1=CC=C(C=C1)C(C)(C)C)C1=CC=C(C=C1)C(C)(C)C (4-Hydroxyphenyldi(4-t-butylphenyl)sulfonium 2,4,6-triisopropylbenzenesulfonate salt), C([O-])([O-])=O.[K+].[K+] (potassium carbonate), CN(CCN(C)C)C (N,N,N′,N′-tetramethylethylenediamine). The solvent is CS(=O)C (dimethyl sulfoxide). Conditions: temperature 80 celsius, time 15 hour. The product is C(C)(C)C1=C(C(=CC(=C1)C(C)C)C(C)C)S(=O)(=O)[O-].C(=C)OCCOC1=CC=C(C=C1)[S+](C1=CC=C(C=C1)C(C)(C)C)C1=CC=C(C=C1)C(C)(C)C (4-vinyloxyethoxyphenyldi(4-t-butylphenyl)sulfonium 2,4,6-triisopropylbenzenesulfonate salt). Reaction SMILES: [CH:1]([C:4]1[CH:9]=[C:8]([CH:10]([CH3:12])[CH3:11])[CH:7]=[C:6]([CH:13]([CH3:15])[CH3:14])[C:5]=1[S:16]([O-:19])(=[O:18])=[O:17])([CH3:3])[CH3:2].[OH:20][C:21]1[CH:26]=[CH:25][C:24]([S+:27]([C:38]2[CH:43]=[CH:42][C:41]([C:44]([CH3:47])([CH3:46])[CH3:45])=[CH:40][CH:39]=2)[C:28]2[CH:33]=[CH:32][C:31]([C:34]([CH3:37])([CH3:36])[CH3:35])=[CH:30][CH:29]=2)=[CH:23][CH:22]=1.C(=O)([O-])[O-].[K+].[K+].CN(C)CCN(C)C.[CH:62]([O:64][CH2:65][CH2:66]Cl)=[CH2:63]>CS(C)=O>[CH:13]([C:6]1[CH:7]=[C:8]([CH:10]([CH3:11])[CH3:12])[CH:9]=[C:4]([CH:1]([CH3:3])[CH3:2])[C:5]=1[S:16]([O-:19])(=[O:17])=[O:18])([CH3:14])[CH3:15].[CH:62]([O:64][CH2:65][CH2:66][O:20][C:21]1[CH:26]=[CH:25][C:24]([S+:27]([C:38]2[CH:39]=[CH:40][C:41]([C:44]([CH3:47])([CH3:46])[CH3:45])=[CH:42][CH:43]=2)[C:28]2[CH:33]=[CH:32][C:31]([C:34]([CH3:37])([CH3:36])[CH3:35])=[CH:30][CH:29]=2)=[CH:23][CH:22]=1)=[CH2:63] |f:0.1,2.3.4,8.9|. Procedure details: 4-Hydroxyphenyldi(4-t-butylphenyl)sulfonium 2,4,6-triisopropylbenzenesulfonate salt (5.00 g), potassium carbonate (1.28 g), and N,N,N′,N′-tetramethylethylenediamine (0.10 g) were dissolved in dimethyl sulfoxide (15 g). Chloroethyl vinyl ether (0.83 g) was added to the solution, followed by heating to 80° C. The reaction mixture was stirred for 15 hours and cooled to 30° C. or lower. After removal of solid through filtration, water (75 g) and dichloromethane (44 g) were added to the filtrate, whe...